This data is from the Open Reaction Database (ORD), a public repository of structured organic reaction records. The task is: describe an organic reaction: reactants, conditions, products, and yield The reactants are ClC1=NC(=CC(=C1)C(CC(Cl)(Cl)Cl)=C)OC (2-chloro-6-methoxy-4-(3,3,3-trichloro-1-methylenepropyl)pyridine), BrC1=NC(=CC(=C1)C(CC(Cl)(Cl)Cl)=C)OC (2-bromo-6-methoxy-4-(3,3,3-trichloro-1-methylenepropyl)pyridine), ClC1=CC(=CC=C1)C(=O)OO (m-chloro-perbenzoic acid). Solvent: C(Cl)(Cl)Cl (chloroform). Product: ClC1=NC(=CC(=C1)C1(OC1)CC(Cl)(Cl)Cl)OC (2-chloro-6-methoxy-4-(2-(2,2,2-trichloroethyl)oxiranyl)pyridine). As a reaction SMILES: [Cl:1][C:2]1[CH:7]=[C:6]([C:8](=[CH2:14])[CH2:9][C:10]([Cl:13])([Cl:12])[Cl:11])[CH:5]=[C:4]([O:15][CH3:16])[N:3]=1.BrC1C=C(C(=C)CC(Cl)(Cl)Cl)C=C([O:31]C)N=1.ClC1C=CC=C(C(OO)=O)C=1>C(Cl)(Cl)Cl>[Cl:1][C:2]1[CH:7]=[C:6]([C:8]2([CH2:9][C:10]([Cl:13])([Cl:12])[Cl:11])[CH2:14][O:31]2)[CH:5]=[C:4]([O:15][CH3:16])[N:3]=1. Procedure details: To a solution of 11.8 g of 2-chloro-6-methoxy-4-(3,3,3-trichloro-1-methylenepropyl)pyridine containing the 2-bromo-6-methoxy-4-(3,3,3-trichloro-1-methylenepropyl)pyridine byproduct in 300 ml of chloroform was added 10.3 g of 85% m-chloro-perbenzoic acid. The solution was heated at reflux for 32 hours, cooled, and washed with 2N sodium hydroxide, water, and dried (Na2SO4). The solvent was removed in vacuo, leaving 12.5 g of crude product which was purified by high pressure liquid chromatography u...